This data is from the Open Reaction Database (ORD), a public repository of structured organic reaction records. The task is: describe an organic reaction: reactants, conditions, products, and yield Reactants: Cl (hydrochloric acid), C(C)(C)(C)OC(=O)N(C)N1C=C(C(C2=CC(=C(C(=C12)F)F)F)=O)C(=O)OCC (ethyl 1-(N-tert-butoxycarbonyl-N-methylamino)-6,7,8-trifluoro-1,4-dihydro-4-oxoquinoline-3-carboxylate), C(C)(C)OC(C)C (Diisopropyl ether). Run in C(C)(=O)OCC (ethyl acetate). Run at time 2 hour. Yields the product Cl.FC=1C=C2C(C(=CN(C2=C(C1F)F)NC)C(=O)OCC)=O (ethyl 6,7,8-trifluoro-1-methylamino-1,4-dihydro -4-oxoquinoline-3-carboxylate hydrochloride). RXN SMILES: [ClH:1].C(O[C:7]([N:9]([N:11]1[C:20]2[C:15](=[CH:16][C:17]([F:23])=[C:18]([F:22])[C:19]=2[F:21])[C:14](=[O:24])[C:13]([C:25]([O:27][CH2:28][CH3:29])=[O:26])=[CH:12]1)C)=O)(C)(C)C.C(OC(C)C)(C)C>C(OCC)(=O)C>[ClH:1].[F:23][C:17]1[CH:16]=[C:15]2[C:20](=[C:19]([F:21])[C:18]=1[F:22])[N:11]([NH:9][CH3:7])[CH:12]=[C:13]([C:25]([O:27][CH2:28][CH3:29])=[O:26])[C:14]2=[O:24] |f:4.5|. Reported procedure: To 4N hydrochloric acid solution (46 ml) in ethyl acetate was added ethyl 1-(N-tert-butoxycarbonyl-N-methylamino)-6,7,8-trifluoro-1,4-dihydro-4-oxoquinoline-3-carboxylate (9.20 g) under ice-cooling and the mixture was stirred at the same condition for 2 hours. Diisopropyl ether (90 ml) was added to the mixture to give a solid. The solid was collected by filtration, and dried over phosphorus pentaoxide under reduced pressure to give ethyl 6,7,8-trifluoro-1-methylamino-1,4-dihydro -4-oxoquinoline-... Starting materials: BrCC(=O)OCC1=CC=CC=C1 (Benzyl bromoacetate), C(C1=CC=CC=C1)N1[C@@H](CN[C@H](C1)CC)C ((2R,5S)-1-benzyl-5-ethyl-2-methyl-piperazine), C(=O)([O-])[O-].[K+].[K+] (K2CO3). Run in C(Cl)(Cl)Cl (CHCl3), C(C)#N (acetonitrile). Run at time 8 hour. Yields the product C(C1=CC=CC=C1)OC(CN1[C@H](CN([C@@H](C1)C)CC1=CC=CC=C1)CC)=O (((2S,5R)-4-benzyl-2-ethyl-5-methyl-piperazin-1-yl)-acetic acid benzyl ester). Yield: 58.0%. RXN SMILES: Br[CH2:2][C:3]([O:5][CH2:6][C:7]1[CH:12]=[CH:11][CH:10]=[CH:9][CH:8]=1)=[O:4].[CH2:13]([N:20]1[CH2:25][C@H:24]([CH2:26][CH3:27])[NH:23][CH2:22][C@H:21]1[CH3:28])[C:14]1[CH:19]=[CH:18][CH:17]=[CH:16][CH:15]=1.C([O-])([O-])=O.[K+].[K+]>C(#N)C.C(Cl)(Cl)Cl>[CH2:6]([O:5][C:3](=[O:4])[CH2:2][N:23]1[CH2:22][C@@H:21]([CH3:28])[N:20]([CH2:13][C:14]2[CH:19]=[CH:18][CH:17]=[CH:16][CH:15]=2)[CH2:25][C@@H:24]1[CH2:26][CH3:27])[C:7]1[CH:12]=[CH:11][CH:10]=[CH:9][CH:8]=1 |f:2.3.4|. Reported procedure: Benzyl bromoacetate (2.6 mL, 16 mmol) was added to a solution of (2R,5S)-1-benzyl-5-ethyl-2-methyl-piperazine (3.5 g, 16 mmol) in acetonitrile (20 mL) containing K2CO3 (2.4 g, 17.6 mmol). The reaction mixture was stirred at ambient temperature overnight. The suspension was diluted with CHCl3 and the solid was filtered off. Filtrate was evaporated in vacuo and the residue was purified by SiO2 chromatography (EtOAc:petrol 4:6) to give ((2S,5R)-4-benzyl-2-ethyl-5-methyl-piperazin-1-yl)-acetic acid ...